This data is from the Open Reaction Database (ORD), a public repository of structured organic reaction records. The task is: describe an organic reaction: reactants, conditions, products, and yield The reactants are ClCCl, [Cl-], [Cl-], [Cl-], [Cl-], COC(Cl)Cl, [Ti+4], c1ccc(-c2cc3ncnc(Nc4ccc5[nH]ccc5c4)c3s2)cc1. Product: O=Cc1c[nH]c2ccc(Nc3ncnc4cc(-c5ccccc5)sc34)cc12. RXN SMILES: [CH2:31]([Cl:32])[Cl:33].[Cl-:34].[Cl-:35].[Cl-:36].[Cl-:37].[Cl:26][CH:27]([O:28][CH3:30])[Cl:29].[Ti+4:38].[nH:1]1[cH:2][cH:3][c:4]2[cH:5][c:6]([NH:10][c:11]3[c:12]4[c:13]([n:14][cH:15][n:16]3)[cH:17][c:18](-[c:20]3[cH:21][cH:22][cH:23][cH:24][cH:25]3)[s:19]4)[cH:7][cH:8][c:9]12>>[nH:1]1[cH:2][c:3]([CH:27]=[O:28])[c:4]2[cH:5][c:6]([NH:10][c:11]3[c:12]4[c:13]([n:14][cH:15][n:16]3)[cH:17][c:18](-[c:20]3[cH:21][cH:22][cH:23][cH:24][cH:25]3)[s:19]4)[cH:7][cH:8][c:9]12. Procedure details: To a stirred solution of 3-methyl-4-(1,3-thiazol-4-yl)phenyl trifluoromethanesulfonate from step 3 (2.60 g, 8.05 mmol) in dioxane (75 ml) was added tributyl(1-ethoxyvinyl)tin (3.5 g, 9.66 mmol), tetrakis(triphenylphosphine) palladium (930 mg, 0.805 mmol), lithium chloride (850 mg, 20.0 mmol), and the mixture was heated at reflux temperature for 8 hours. The reaction mixture was cooled down to room temperature, and diluted with ethyl acetate. The whole was washed with saturated potassium fluoride... Solvent: O1CCOCC1 (dioxane), C(C)(=O)OCC (ethyl acetate). Reaction SMILES: FC(F)(F)S(O[C:7]1[CH:12]=[CH:11][C:10]([C:13]2[N:14]=[CH:15][S:16][CH:17]=2)=[C:9]([CH3:18])[CH:8]=1)(=O)=O.C([Sn](CCCC)(CCCC)[C:26]([O:28]CC)=[CH2:27])CCC.[Cl-].[Li+]>O1CCOCC1.C(OCC)(=O)C.[Pd].C1(P(C2C=CC=CC=2)C2C=CC=CC=2)C=CC=CC=1.C1(P(C2C=CC=CC=2)C2C=CC=CC=2)C=CC=CC=1.C1(P(C2C=CC=CC=2)C2C=CC=CC=2)C=CC=CC=1.C1(P(C2C=CC=CC=2)C2C=CC=CC=2)C=CC=CC=1>[CH3:18][C:9]1[CH:8]=[C:7]([C:26](=[O:28])[CH3:27])[CH:12]=[CH:11][C:10]=1[C:13]1[N:14]=[CH:15][S:16][CH:17]=1 |f:2.3,6.7.8.9.10|. Reactants: FC(S(=O)(=O)OC1=CC(=C(C=C1)C=1N=CSC1)C)(F)F (3-Methyl-4-(1,3-thiazol-4-yl)phenyl Trifluoromethanesulfonate), C(CCC)[Sn](C(=C)OCC)(CCCC)CCCC (tributyl(1-ethoxyvinyl)tin), [Cl-].[Li+] (lithium chloride). The product is CC=1C=C(C=CC1C=1N=CSC1)C(C)=O (1-[3-Methyl-4-(1,3-thiazol-4-yl)phenyl]-1-ethanone). Reagents/catalysts: [Pd].C1(=CC=CC=C1)P(C1=CC=CC=C1)C1=CC=CC=C1.C1(=CC=CC=C1)P(C1=CC=CC=C1)C1=CC=CC=C1.C1(=CC=CC=C1)P(C1=CC=CC=C1)C1=CC=CC=C1.C1(=CC=CC=C1)P(C1=CC=CC=C1)C1=CC=CC=C1 (tetrakis(triphenylphosphine) palladium). Yield: 40.8%. The reactants are C1CCOC1, C=[N+]=[N-], O=C(O)C(Sc1nc2ccccc2s1)c1ccccc1. The product is COC(=O)C(Sc1nc2ccccc2s1)c1ccccc1. Reaction SMILES: [CH2:24]1[O:25][CH2:26][CH2:27][CH2:28]1.[N+:21](=[N-:22])=[CH2:23].[s:1]1[c:2]([S:10][CH:11]([C:12](=[O:13])[OH:14])[c:15]2[cH:16][cH:17][cH:18][cH:19][cH:20]2)[n:3][c:4]2[c:5]1[cH:6][cH:7][cH:8][cH:9]2>>[s:1]1[c:2]([S:10][CH:11]([C:12]([O:13][CH3:23])=[O:14])[c:15]2[cH:16][cH:17][cH:18][cH:19][cH:20]2)[n:3][c:4]2[c:5]1[cH:6][cH:7][cH:8][cH:9]2. Reactants: CCC(=O)c1ccccc1, CCC(=NO)C(=O)c1ccccc1. The product is CC(=NO)C(=O)c1ccccc1. RXN SMILES: [CH3:1][CH2:2][C:3]([c:4]1[cH:5][cH:6][cH:7][cH:8][cH:9]1)=[O:10].[c:11]1([C:17]([C:18]([CH2:19][CH3:20])=[N:21][OH:22])=[O:23])[cH:12][cH:13][cH:14][cH:15][cH:16]1>>[c:11]1([C:17]([C:18]([CH3:19])=[N:21][OH:22])=[O:23])[cH:12][cH:13][cH:14][cH:15][cH:16]1. Reactants: CC(=O)CC(C)C, CCN(C(C)C)C(C)C, Clc1nnc(Cl)c2ccccc12, COC(=O)C1CNCCN1C(=O)OC(C)(C)C. The product is COC(=O)C1CN(c2nnc(Cl)c3ccccc23)CCN1C(=O)OC(C)(C)C. As a reaction SMILES: [CH3:39][CH:40]([CH3:41])[CH2:42][C:43](=[O:44])[CH3:45].[CH:30]([N:31]([CH2:32][CH3:33])[CH:34]([CH3:35])[CH3:36])([CH3:37])[CH3:38].[Cl:1][c:2]1[n:3][n:4][c:5]([Cl:12])[c:6]2[cH:7][cH:8][cH:9][cH:10][c:11]12.[N:13]1([C:23](=[O:24])[O:25][C:26]([CH3:27])([CH3:28])[CH3:29])[CH:14]([C:19](=[O:20])[O:21][CH3:22])[CH2:15][NH:16][CH2:17][CH2:18]1>>[c:2]1([N:16]2[CH2:15][CH:14]([C:19](=[O:20])[O:21][CH3:22])[N:13]([C:23](=[O:24])[O:25][C:26]([CH3:27])([CH3:28])[CH3:29])[CH2:18][CH2:17]2)[n:3][n:4][c:5]([Cl:12])[c:6]2[cH:7][cH:8][cH:9][cH:10][c:11]12. Starting materials: CN(C=O)C (N,N-dimethylformamide), O=CC1=C(O)C(OC)=CC=C1 (o-vanillin), ClCC(=O)OCC (ethyl chloroacetate), C([O-])([O-])=O.[K+].[K+] (potassium carbonate). Run in O (water). Conditions: temperature 120 celsius, time 14 hour. Yields the product COC1=CC=CC=2C=C(OC21)C(=O)OCC (Ethyl 7-methoxybenzofuran-2-carboxylate). Isolated yield 48.0%. As a reaction SMILES: CN(C)C=O.O=[CH:7][C:8]1[CH:16]=[CH:15][CH:14]=[C:11]([O:12][CH3:13])[C:9]=1[OH:10].Cl[CH2:18][C:19]([O:21][CH2:22][CH3:23])=[O:20].C(=O)([O-])[O-].[K+].[K+]>O>[CH3:13][O:12][C:11]1[C:9]2[O:10][C:18]([C:19]([O:21][CH2:22][CH3:23])=[O:20])=[CH:7][C:8]=2[CH:16]=[CH:15][CH:14]=1 |f:3.4.5|. Procedure: To N,N-dimethylformamide (300 ml), o-vanillin (25.2 g), ethyl chloroacetate (23.5 ml) and potassium carbonate (45 mg) were added and the resulting mixture was stirred at 120° C. for 14 hours. The reaction mixture was filtered to remove insoluble inorganic salts, and 1N hydrochloric acid (50 ml) was added to the mixture to stop the reaction. Distilled water (250 ml) was added and the resulting mixture was extracted 4 times with totally 150 ml of ethyl acetate containing 15% of n-hexane. The organ... Reactants: CC=1C=CC(=C(C1)OC)[N+](=O)[O-] (5-methyl-2-nitroanisole). Reagents/catalysts: [Ni] (Raney nickel). The solvent is CO.C1CCOC1 (MeOH THF). Conditions: time 20 hour. Yields the product COC1=C(C=CC(=C1)C)N (2-Methoxy-4-methyl-phenylamine). Isolated yield 95.4%. As a reaction SMILES: [CH3:1][C:2]1[CH:3]=[CH:4][C:5]([N+:10]([O-])=O)=[C:6]([O:8][CH3:9])[CH:7]=1>[Ni].CO.C1COCC1>[CH3:9][O:8][C:6]1[CH:7]=[C:2]([CH3:1])[CH:3]=[CH:4][C:5]=1[NH2:10] |f:2.3|. Procedure: A mixture of 5-methyl-2-nitroanisole (2 g, 12 mmol) and Raney nickel (2.2 g) in MeOH/THF (120 mL, 3:1 v/v) was shaken for 20 h at RT and under 0.1 bar of H2. The reaction mixture was filtered through a pad of celite and the filtrate was concentrated to afford 1.57 g of the title compound as colorless oil. HPLC: LtRet=1.44 min; LC-MS: m/z 138.1 [M+H]+.